Dataset: the Open Reaction Database (ORD), a public repository of structured organic reaction records. Task: describe an organic reaction: reactants, conditions, products, and yield The reactants are CCCc1nc(CC)n(-c2ccc(O)cc2)c(=O)c1Cc1ccc(-c2ccccc2C#N)cc1, CCOC(C)=O, OC1CCC(F)(F)CC1, CC(C)OC(=O)N=NC(=O)OC(C)C, C1CCOC1, c1ccc(P(c2ccccc2)c2ccccc2)cc1. Yields the product CCCc1nc(CC)n(-c2ccc(OC3CCC(F)(F)CC3)cc2)c(=O)c1Cc1ccc(-c2ccccc2C#N)cc1. As a reaction SMILES: [CH2:1]([CH3:2])[c:3]1[n:4](-[c:28]2[cH:29][cH:30][c:31]([OH:34])[cH:32][cH:33]2)[c:5](=[O:27])[c:6]([CH2:12][c:13]2[cH:14][cH:15][c:16](-[c:19]3[c:20]([C:25]#[N:26])[cH:21][cH:22][cH:23][cH:24]3)[cH:17][cH:18]2)[c:7]([CH2:9][CH2:10][CH3:11])[n:8]1.[CH3:77][CH2:78][O:79][C:80](=[O:81])[CH3:82].[F:35][C:36]1([F:43])[CH2:37][CH2:38][CH:39]([OH:42])[CH2:40][CH2:41]1.[O:44]=[C:45]([O:46][CH:47]([CH3:48])[CH3:49])[N:50]=[N:51][C:52]([O:53][CH:54]([CH3:55])[CH3:56])=[O:57].[O:83]1[CH2:84][CH2:85][CH2:86][CH2:87]1.[c:58]1([P:59]([c:60]2[cH:61][cH:62][cH:63][cH:64][cH:65]2)[c:66]2[cH:67][cH:68][cH:69][cH:70][cH:71]2)[cH:72][cH:73][cH:74][cH:75][cH:76]1>>[CH2:1]([CH3:2])[c:3]1[n:4](-[c:28]2[cH:29][cH:30][c:31]([O:34][CH:39]3[CH2:38][CH2:37][C:36]([F:35])([F:43])[CH2:41][CH2:40]3)[cH:32][cH:33]2)[c:5](=[O:27])[c:6]([CH2:12][c:13]2[cH:14][cH:15][c:16](-[c:19]3[c:20]([C:25]#[N:26])[cH:21][cH:22][cH:23][cH:24]3)[cH:17][cH:18]2)[c:7]([CH2:9][CH2:10][CH3:11])[n:8]1. RXN SMILES: [CH3:13][Si:14]([N-:15][Si:16]([CH3:17])([CH3:18])[CH3:19])([CH3:20])[CH3:21].[Cl:1][c:2]1[cH:3][cH:4][c:5]2[c:10]([cH:11]1)[CH2:9][S:8][CH2:7][C:6]2=[O:12].[ClH:34].[F:23][C:24]([C:25](=[O:26])[c:27]1[nH:28][cH:29][cH:30][n:31]1)([F:32])[F:33].[Na+:22].[O:35]1[CH2:36][CH2:37][CH2:38][CH2:39]1>>[Cl:1][c:2]1[cH:3][cH:4][c:5]2[c:10]([cH:11]1)[CH2:9][S:8][CH:7]([C:25]([C:24]([F:23])([F:32])[F:33])=[O:26])[C:6]2=[O:12]. The product is O=C1c2ccc(Cl)cc2CSC1C(=O)C(F)(F)F. Starting materials: C[Si](C)(C)[N-][Si](C)(C)C, O=C1CSCc2cc(Cl)ccc21, Cl, O=C(c1ncc[nH]1)C(F)(F)F, [Na+], C1CCOC1. Starting materials: C(C1=CC=CC=C1)OC1=CC=C(C=C1)NC(=O)C1=NC=CC=C1 (pyridine-2-carboxylic acid (4-benzyloxyphenyl)amide). The reagents and catalysts are [Pd] (palladium on carbon). Run in C(C)O (ethanol). The product is OC1=CC=C(C=C1)NC(=O)C1=NC=CC=C1 (Pyridine-2-carboxylic acid (4-hydroxy-phenyl)-amide). Reaction SMILES: C([O:8][C:9]1[CH:14]=[CH:13][C:12]([NH:15][C:16]([C:18]2[CH:23]=[CH:22][CH:21]=[CH:20][N:19]=2)=[O:17])=[CH:11][CH:10]=1)C1C=CC=CC=1>C(O)C.[Pd]>[OH:8][C:9]1[CH:10]=[CH:11][C:12]([NH:15][C:16]([C:18]2[CH:23]=[CH:22][CH:21]=[CH:20][N:19]=2)=[O:17])=[CH:13][CH:14]=1. Procedure: A solution of pyridine-2-carboxylic acid (4-benzyloxyphenyl)amide (7.7 g, 25.3 mmol) in 90% ethanol (110 mL) was hydrogenated (60 psi) over 10% palladium on carbon (0.8 g) at 50° C. for 4 hours. The catalyst was removed by filtration, and the solvent was evaporated in vacuo. The residue was purified by flash chromatography on silica gel, using methanol/dichloromethane (DCM),5/95, as the eluant, to give the product as a beige solid, 2.54 g (47%). MS m/z 215 (MH+). 1H NMR(DMSO-d6) δ 6.76 (d, 2H), ... The reactants are CC(C)N1CCC(c2ccc3c(c2)OCCn2cc(-c4ncnn4C(C)C)nc2-3)=C(C(N)=O)C1, [H][H], O=[Pt]=O. Product: CC(C)N1CCC(c2ccc3c(c2)OCCn2cc(-c4ncnn4C(C)C)nc2-3)C(C(N)=O)C1. Reaction SMILES: [CH:1]([CH3:2])([CH3:3])[N:4]1[CH2:5][C:6]([C:32](=[O:33])[NH2:34])=[C:7]([c:10]2[cH:11][c:12]3[c:13]([cH:30][cH:31]2)-[c:14]2[n:15][c:16](-[c:22]4[n:23]([CH:27]([CH3:28])[CH3:29])[n:24][cH:25][n:26]4)[cH:17][n:18]2[CH2:19][CH2:20][O:21]3)[CH2:8][CH2:9]1.[H:35][H:36].[Pt:37](=[O:38])=[O:39]>>[CH:1]([CH3:2])([CH3:3])[N:4]1[CH2:5][CH:6]([C:32](=[O:33])[NH2:34])[CH:7]([c:10]2[cH:11][c:12]3[c:13]([cH:30][cH:31]2)-[c:14]2[n:15][c:16](-[c:22]4[n:23]([CH:27]([CH3:28])[CH3:29])[n:24][cH:25][n:26]4)[cH:17][n:18]2[CH2:19][CH2:20][O:21]3)[CH2:8][CH2:9]1. The reactants are OC(C(OC1=CC=C(C#N)C=C1)(C)C)CC1=NC=NC=C1 (4-[2-hydroxy-1,1-dimethyl-3-(4-pyrimidinyl)propoxy]benzonitrile), ClC1=CC(=CC=C1)C(=O)OO (m-chloroperbenzoic acid). Solvent: ClCCl (dichloromethane). Run at temperature 20 celsius, time 16 hour. Product: C(#N)C1=CC=C(OC(C(CC2=CC=NC=[N+]2[O-])O)(C)C)C=C1 (6-[3-(4-cyanophenoxy)-2-hydroxy-3-methylbutyl]pyrimidine 1-oxide). The yield is 148.7%. As a reaction SMILES: [OH:1][CH:2]([CH2:15][C:16]1[CH:21]=[CH:20][N:19]=[CH:18][N:17]=1)[C:3]([CH3:14])([CH3:13])[O:4][C:5]1[CH:12]=[CH:11][C:8]([C:9]#[N:10])=[CH:7][CH:6]=1.ClC1C=CC=C(C(OO)=[O:30])C=1>ClCCl>[C:9]([C:8]1[CH:7]=[CH:6][C:5]([O:4][C:3]([CH3:13])([CH3:14])[CH:2]([OH:1])[CH2:15][C:16]2[N+:17]([O-:30])=[CH:18][N:19]=[CH:20][CH:21]=2)=[CH:12][CH:11]=1)#[N:10]. Procedure details: The 6-[5-cyano-2-hydroxy-α-(2-methylpropenyl)benzyl]pyrimidine 1-oxide used as the starting material was prepared as follows: (A) 10 ml of a 1.2M solution of butyllithium in n-hexane were added to a solution of 1.68 ml of diisopropylamine in 50 ml of tetrahydrofuran while stirring at -78° C. under a nitrogen atmosphere. The solution was stirred for a further 15 minutes and a solution of 4-methylpyrimidine in 20 ml of tetrahydrofuran was then added. The solution was allowed to warm to 20° C. and ...